From a dataset of the Open Reaction Database (ORD), a public repository of structured organic reaction records. describe an organic reaction: reactants, conditions, products, and yield Starting materials: Cl (HCl), ClC1=NC2=CC=CC=C2N=C1Cl (2,3-Dichloroquinoxaline), [N+](=O)([O-])C=1C=C(C=CC1)S(=O)(=O)N (m-Nitrobenzene sulfonamide), C([O-])([O-])=O.[K+].[K+] (potassium carbonate). Run in CS(=O)C (DMSO), O (water). Conditions: temperature 150 celsius. Yields the product ClC=1C(=NC2=CC=CC=C2N1)NS(=O)(=O)C1=CC(=CC=C1)[N+](=O)[O-] (N-(3-chloroquinoxalin-2-yl)-3-nitrobenzenesulfonamide). As a reaction SMILES: Cl[C:2]1[C:11]([Cl:12])=[N:10][C:9]2[C:4](=[CH:5][CH:6]=[CH:7][CH:8]=2)[N:3]=1.[N+:13]([C:16]1[CH:17]=[C:18]([S:22]([NH2:25])(=[O:24])=[O:23])[CH:19]=[CH:20][CH:21]=1)([O-:15])=[O:14].C(=O)([O-])[O-].[K+].[K+].Cl>CS(C)=O.O>[Cl:12][C:11]1[C:2]([NH:25][S:22]([C:18]2[CH:19]=[CH:20][CH:21]=[C:16]([N+:13]([O-:15])=[O:14])[CH:17]=2)(=[O:24])=[O:23])=[N:3][C:4]2[C:9]([N:10]=1)=[CH:8][CH:7]=[CH:6][CH:5]=2 |f:2.3.4|. Procedure: 2,3-Dichloroquinoxaline (26.1 g, 131.1 mmol), m-Nitrobenzene sulfonamide (26.5 g, 131.1 mmol) and potassium carbonate (18.1 g, 131.1) were dissolved in anhydrous DMSO (500 mL). The reaction was heated to 150° C. for 2 h. The reaction mixture was poured into water (400 mL), followed by addition of 2M HCl (60 mL). The product was extracted with EtOAc (3×500 mL). The organic layers were combined and washed water (2×500 mL) and brine (2×500 mL). The product was then dried with sodium sulfate to give... The reactants are CC(=O)O, Nc1ccc(N2CCN(c3ccncc3)CC2)cc1, N#CO[Na], O. Yields the product NC(=O)Nc1ccc(N2CCN(c3ccncc3)CC2)cc1. RXN SMILES: [CH3:25][C:26](=[O:27])[OH:28].[NH2:5][c:6]1[cH:7][cH:8][c:9]([N:12]2[CH2:13][CH2:14][N:15]([c:18]3[cH:19][cH:20][n:21][cH:22][cH:23]3)[CH2:16][CH2:17]2)[cH:10][cH:11]1.[Na:1][O:2][C:3]#[N:4].[OH2:24]>>[O:2]=[C:3]([NH2:4])[NH:5][c:6]1[cH:7][cH:8][c:9]([N:12]2[CH2:13][CH2:14][N:15]([c:18]3[cH:19][cH:20][n:21][cH:22][cH:23]3)[CH2:16][CH2:17]2)[cH:10][cH:11]1. The reactants are BrC1=CC=C(C=C1)CCN (2-(4-bromophenyl)ethanamine), TEA, C(#N)C=1C=C(C=CC1)S(=O)(=O)Cl (3-cyano-benzenesulfonyl chloride). Solvent: C1CCOC1 (THF), C1CCOC1 (THF). Run at time 2 hour. Yields the product BrC1=CC=C(CCNS(=O)(=O)C2=CC(=CC=C2)C#N)C=C1 (N-(4-bromophenethyl)-3-cyanobenzenesulfonamide). The yield is 67.3%. As a reaction SMILES: [Br:1][C:2]1[CH:7]=[CH:6][C:5]([CH2:8][CH2:9][NH2:10])=[CH:4][CH:3]=1.[C:11]([C:13]1[CH:14]=[C:15]([S:19](Cl)(=[O:21])=[O:20])[CH:16]=[CH:17][CH:18]=1)#[N:12]>C1COCC1>[Br:1][C:2]1[CH:7]=[CH:6][C:5]([CH2:8][CH2:9][NH:10][S:19]([C:15]2[CH:16]=[CH:17][CH:18]=[C:13]([C:11]#[N:12])[CH:14]=2)(=[O:21])=[O:20])=[CH:4][CH:3]=1. Reported procedure: To a solution of 2-(4-bromophenyl)ethanamine (600 mg, 3.13 mmol) and TEA (800 mg, 8 mmol) in THF (10 mL), was added a solution of 3-cyano-benzenesulfonyl chloride (580 mg, 2.88 mmol) in THF (10 mL) at 0° C. The mixture was stirred at rt for 2 h, quenched with water, and extracted with EtOAc (3×20 mL). The organic layer washed with brine, dried (Na2SO4) and concentrated. Purification via flash chromatography (0-50% EtOAc in hexanes) gives 68A (708 mg, 71%). MS (ESI) m/z 365.3 (M+H)+. The product is COC(C(=O)N(C1=CC=CC=C1)C1=C(C=CC(=C1)Cl)C(CC)=O)=O (N-(5-chloro-2-propionyl-phenyl)-N-phenyl-oxalamic acid methyl ester). Reported procedure: A solution of 1-(4-chloro-2-phenylamino-phenyl)-propan-1-one (13.0 g, 50.2 mmol) in toluene (150 mL) at 25° C. was treated with methyl chlorooxoacetate (42.86 g, 350 mmol). The reaction mixture was then heated at 110° C. for 16 h. At this time, the reaction mixture was concentrated in vacuo to afford N-(5-chloro-2-propionyl-phenyl)-N-phenyl-oxalamic acid methyl ester (15.2 g, 87.6%). The material was used without further purification. Run at temperature 110 celsius. Starting materials: ClC1=CC(=C(C=C1)C(CC)=O)NC1=CC=CC=C1 (1-(4-chloro-2-phenylamino-phenyl)-propan-1-one), ClC(C(=O)OC)=O (methyl chlorooxoacetate). Reaction SMILES: [Cl:1][C:2]1[CH:7]=[CH:6][C:5]([C:8](=[O:11])[CH2:9][CH3:10])=[C:4]([NH:12][C:13]2[CH:18]=[CH:17][CH:16]=[CH:15][CH:14]=2)[CH:3]=1.Cl[C:20](=[O:25])[C:21]([O:23][CH3:24])=[O:22]>C1(C)C=CC=CC=1>[CH3:24][O:23][C:21](=[O:22])[C:20]([N:12]([C:4]1[CH:3]=[C:2]([Cl:1])[CH:7]=[CH:6][C:5]=1[C:8](=[O:11])[CH2:9][CH3:10])[C:13]1[CH:14]=[CH:15][CH:16]=[CH:17][CH:18]=1)=[O:25]. Run in C1(=CC=CC=C1)C (toluene). Isolated yield 87.6%.